Dataset: the Open Reaction Database (ORD), a public repository of structured organic reaction records. Task: describe an organic reaction: reactants, conditions, products, and yield The reactants are C(C1=CC=CC=C1)(=O)C1=C(C=C(C(=O)O)C=C1[N+](=O)[O-])OCCCC (4-benzoyl-3-n-butoxy-5-nitrobenzoic acid), C(C1=CC=CC=C1)OC=1C=C(C(=O)O)C=C(C1C(C1=CC=C(C=C1)Cl)=O)[N+](=O)[O-] (3-benzyloxy-4-(4'-chlorobenzoyl)-5-nitrobenzoic acid). The product is NC=1C(=C(C=C(C(=O)O)C1)OCC1=CC=CC=C1)C(C1=CC=C(C=C1)Cl)=O (5-amino-3-benzyloxy-4-(4'-chlorobenzoyl)benzoic acid). As a reaction SMILES: C(C1C([N+]([O-])=O)=CC(C(O)=O)=CC=1OCCCC)(=O)C1C=CC=CC=1.[CH2:26]([O:33][C:34]1[CH:35]=[C:36]([CH:40]=[C:41]([N+:52]([O-])=O)[C:42]=1[C:43](=[O:51])[C:44]1[CH:49]=[CH:48][C:47]([Cl:50])=[CH:46][CH:45]=1)[C:37]([OH:39])=[O:38])[C:27]1[CH:32]=[CH:31][CH:30]=[CH:29][CH:28]=1>>[NH2:52][C:41]1[C:42]([C:43](=[O:51])[C:44]2[CH:45]=[CH:46][C:47]([Cl:50])=[CH:48][CH:49]=2)=[C:34]([O:33][CH2:26][C:27]2[CH:32]=[CH:31][CH:30]=[CH:29][CH:28]=2)[CH:35]=[C:36]([CH:40]=1)[C:37]([OH:39])=[O:38]. Reported procedure: By replacing in Example 1, step C, 4-benzoyl-3-n-butoxy-5-nitrobenzoic acid with 3-benzyloxy-4-(4'-chlorobenzoyl)-5-nitrobenzoic acid and following the procedure described, 5-amino-3-benzyloxy-4-(4'-chlorobenzoyl)benzoic acid is obtained with a melting point of 196°-197° C. Reactants: CN1CC=C(CC1)C=1C2=C(SC1)C=CC(=C2)[N+](=O)[O-] (3-(1-Methyl-1,2,5,6-tetrahydropyridin-4-yl)-5-nitrobenzo[b]thiophene), [Sn](Cl)Cl (tin (II) chloride). Solvent: C(C)O (ethanol), Cl (HCl). The product is NC1=CC2=C(SC=C2C2=CCN(CC2)C)C=C1 (5-Amino-3-(1-methyl-1,2,5,6-tetrahydropyridin-4-yl)benzo[b]thiophene). The yield is 74.6%. As a reaction SMILES: [CH3:1][N:2]1[CH2:7][CH2:6][C:5]([C:8]2[C:9]3[CH:16]=[C:15]([N+:17]([O-])=O)[CH:14]=[CH:13][C:10]=3[S:11][CH:12]=2)=[CH:4][CH2:3]1.[Sn](Cl)Cl>C(O)C.Cl>[NH2:17][C:15]1[CH:14]=[CH:13][C:10]2[S:11][CH:12]=[C:8]([C:5]3[CH2:6][CH2:7][N:2]([CH3:1])[CH2:3][CH:4]=3)[C:9]=2[CH:16]=1. Procedure details: A stirred solution of 3-(1-methyl-1,2,5,6-tetrahydropyridin-4-yl)-5-nitrobenzo[b]thiophene (D13, 470 mg, 1.7 mmole) in ethanol (35 ml) at 60° C. under argon was treated over 5 minutes with a solution of tin (II) chloride (2.0 g, 10.5 mmole) in concentrated HCl acid (4 ml) and the mixture then heated at reflux for 1.5 hours. The reaction mixture was allowed to cool and the precipitate filtered off, washed with ethanol and dried. This was then shaken well with 10% Na2CO3 solution (50 ml) and dichl... The reactants are CCC1CC(CO)CC1C(=O)OC(C)(C)C, CS(=O)(=O)Cl, ClCCl. Product: CCC1CC(COS(C)(=O)=O)CC1C(=O)OC(C)(C)C. Reaction SMILES: [CH2:1]([CH3:2])[CH:3]1[CH:4]([C:10](=[O:11])[O:12][C:13]([CH3:14])([CH3:15])[CH3:16])[CH2:5][CH:6]([CH2:8][OH:9])[CH2:7]1.[CH3:17][S:18]([Cl:19])(=[O:20])=[O:21].[Cl:22][CH2:23][Cl:24]>>[CH2:1]([CH3:2])[CH:3]1[CH:4]([C:10](=[O:11])[O:12][C:13]([CH3:14])([CH3:15])[CH3:16])[CH2:5][CH:6]([CH2:8][O:9][S:18]([CH3:17])(=[O:20])=[O:21])[CH2:7]1. The reactants are CCCCc1nc2cc(OC)c(OC)cc2n1Cc1ccc(-c2ccccc2C(=O)OC(C)(C)C)cc1, ClCCl, O=C(O)C(F)(F)F. Yields the product CCCCc1nc2cc(OC)c(OC)cc2n1Cc1ccc(-c2ccccc2C(=O)O)cc1. RXN SMILES: [CH2:1]([CH2:2][CH2:3][CH3:4])[c:5]1[n:6][c:7]2[c:8]([n:9]1[CH2:10][c:11]1[cH:12][cH:13][c:14](-[c:17]3[c:18]([C:23](=[O:24])[O:25][C:26]([CH3:27])([CH3:28])[CH3:29])[cH:19][cH:20][cH:21][cH:22]3)[cH:15][cH:16]1)[cH:30][c:31]([O:36][CH3:37])[c:32]([O:34][CH3:35])[cH:33]2.[CH2:45]([Cl:46])[Cl:47].[OH:38][C:39]([C:40]([F:41])([F:42])[F:43])=[O:44]>>[CH2:1]([CH2:2][CH2:3][CH3:4])[c:5]1[n:6][c:7]2[c:8]([n:9]1[CH2:10][c:11]1[cH:12][cH:13][c:14](-[c:17]3[c:18]([C:23](=[O:24])[OH:25])[cH:19][cH:20][cH:21][cH:22]3)[cH:15][cH:16]1)[cH:30][c:31]([O:36][CH3:37])[c:32]([O:34][CH3:35])[cH:33]2. Reported procedure: 1H-Pyrazole-4-carboxylic acid ethyl ester (5.0 g) was dissolved in DMF (50 mL), 60% sodium hydride (1.57 g) was added, and the mixture was stirred at 0° C. for 30 min. Then, isobutyl iodide (4.7 mL) was added, and the mixture was stirred for 14 hr. Water was added to the reaction mixture, and the mixture was extracted with ethyl acetate. The organic layer was washed with water, dried over magnesium sulfate, and concentrated under reduced pressure. The residue was purified by silica gel chromatog... Run in CN(C)C=O (DMF). Run at temperature 0 celsius, time 30 minute. Reactants: O (Water), C(C)OC(=O)C=1C=NNC1 (1H-Pyrazole-4-carboxylic acid ethyl ester), C(C(C)C)I (isobutyl iodide), [H-].[Na+] (sodium hydride). Yields the product C(C)OC(=O)C=1C=NN(C1)CC(C)C (1-(2-methylpropyl)-1H-pyrazole-4-carboxylic acid ethyl ester). RXN SMILES: [CH2:1]([O:3][C:4]([C:6]1[CH:7]=[N:8][NH:9][CH:10]=1)=[O:5])[CH3:2].[H-].[Na+].[CH2:13](I)[CH:14]([CH3:16])[CH3:15].O>CN(C=O)C>[CH2:1]([O:3][C:4]([C:6]1[CH:7]=[N:8][N:9]([CH2:13][CH:14]([CH3:16])[CH3:15])[CH:10]=1)=[O:5])[CH3:2] |f:1.2|. Reactants: CO, [H][H], CCCCOc1ccc(N)c([N+](=O)[O-])c1. The product is CCCCOc1ccc(N)c(N)c1. As a reaction SMILES: [CH3:18][OH:19].[H:16][H:17].[NH2:1][c:2]1[c:3]([N+:13]([O-:14])=[O:15])[cH:4][c:5]([O:8][CH2:9][CH2:10][CH2:11][CH3:12])[cH:6][cH:7]1>>[NH2:1][c:2]1[c:3]([NH2:13])[cH:4][c:5]([O:8][CH2:9][CH2:10][CH2:11][CH3:12])[cH:6][cH:7]1. Reactants: C(C)(C)OC(=O)C=1N(C=NC1)C1CCCC2=CC(=CC=C12)OS(=O)(=O)C(F)(F)F (3-(6-trifluoromethanesulfonyloxy-1,2,3,4-tetrahydro-naphthalen-1-yl)-3H-imidazole-4-carboxylic acid isopropyl ester), [Br-].[Na+] (sodium bromide), C1(CC1)B(O)O (cyclopropylboronic acid), [F-].[K+] (potassium fluoride). Reagents/catalysts: [Pd].C1(=CC=CC=C1)P(C1=CC=CC=C1)C1=CC=CC=C1.C1(=CC=CC=C1)P(C1=CC=CC=C1)C1=CC=CC=C1.C1(=CC=CC=C1)P(C1=CC=CC=C1)C1=CC=CC=C1.C1(=CC=CC=C1)P(C1=CC=CC=C1)C1=CC=CC=C1 (Tetrakis(triphenylphosphine) palladium). Run in O (water), C1(=CC=CC=C1)C (toluene). Reaction conditions: temperature 90 celsius. Yields the product C(C)(C)OC(=O)C=1N(C=NC1)C1CCCC2=CC(=CC=C12)C1CC1 (3-(6-cyclopropyl-1,2,3,4-tetrahydro-naphthalen-1-yl)-3H-imidazole-4-carboxylic acid isopropyl ester). RXN SMILES: [CH:1]([O:4][C:5]([C:7]1[N:8]([CH:12]2[C:21]3[C:16](=[CH:17][C:18](OS(C(F)(F)F)(=O)=O)=[CH:19][CH:20]=3)[CH2:15][CH2:14][CH2:13]2)[CH:9]=[N:10][CH:11]=1)=[O:6])([CH3:3])[CH3:2].[CH:30]1(B(O)O)[CH2:32][CH2:31]1.[F-].[K+].[Br-].[Na+]>O.[Pd].C1(P(C2C=CC=CC=2)C2C=CC=CC=2)C=CC=CC=1.C1(P(C2C=CC=CC=2)C2C=CC=CC=2)C=CC=CC=1.C1(P(C2C=CC=CC=2)C2C=CC=CC=2)C=CC=CC=1.C1(P(C2C=CC=CC=2)C2C=CC=CC=2)C=CC=CC=1.C1(C)C=CC=CC=1>[CH:1]([O:4][C:5]([C:7]1[N:8]([CH:12]2[C:21]3[C:16](=[CH:17][C:18]([CH:30]4[CH2:32][CH2:31]4)=[CH:19][CH:20]=3)[CH2:15][CH2:14][CH2:13]2)[CH:9]=[N:10][CH:11]=1)=[O:6])([CH3:3])[CH3:2] |f:2.3,4.5,7.8.9.10.11|. Procedure details: A flask is charged with 3-(6-trifluoromethanesulfonyloxy-1,2,3,4-tetrahydro-naphthalen-1-yl)-3H-imidazole-4-carboxylic acid isopropyl ester (0.183 g, 0.426 mmol), which can be prepared as described in Example 48, cyclopropylboronic acid (0.091 g, 1.059 mmol), potassium fluoride (0.081 g, 1.39 mmol), sodium bromide (0.043 g, 0.423 mmol) and toluene (5 mL). Tetrakis(triphenylphosphine) palladium (0.015 g, 0.013 mmol) is added and the mixture is heated to 90° C. overnight. The reaction is cooled to... The reactants are C(C1=CC=CC=C1)N1CCN(CC1)CC1C2([C@@H](OC1=O)C1=C(CCC[C@@]1(CC2)C)C)O ((5aR,9bS)-3-((4-Benzylpiperazin-1-yl)methyl)-3a-hydroxy-5a,9-dimethyl-3,3a,4,5,5a,6,7,8-octahydronaphtho[1,2-b]furan-2(9bH)-one). Run in C(C)O (ethanol), [Pd] (Pd/C), Cl (HCl). Conditions: temperature 25 celsius, time 30 hour. Product: OC12[C@@H](OC(C1CN1CCNCC1)=O)C1=C(CCC[C@@]1(CC2)C)C ((5aR,9bS)-3a-hydroxy-5a,9-dimethyl-3-(piperazin-1-ylmethyl)-3,3a,4,5,5a,6,7,8-octahydronaphtho[1,2-b]furan-2(9bH)-one). Reaction SMILES: C([N:8]1[CH2:13][CH2:12][N:11]([CH2:14][CH:15]2[C:19](=[O:20])[O:18][C@H:17]3[C:21]4[C@@:26]([CH3:29])([CH2:27][CH2:28][C:16]23[OH:31])[CH2:25][CH2:24][CH2:23][C:22]=4[CH3:30])[CH2:10][CH2:9]1)C1C=CC=CC=1>C(O)C.[Pd].Cl>[OH:31][C:16]12[CH2:28][CH2:27][C@:26]3([CH3:29])[C:21](=[C:22]([CH3:30])[CH2:23][CH2:24][CH2:25]3)[C@@H:17]1[O:18][C:19](=[O:20])[CH:15]2[CH2:14][N:11]1[CH2:12][CH2:13][NH:8][CH2:9][CH2:10]1. Reported procedure: Compound of example 27 (100 mg, 0.24 mmol) was dissolved in ethanol (10 mL) and to it 10% Pd/C & 10% aqueous HCl (0.1 mL) was added. The reaction mixture was stirred under hydrogen pressure for 30 hours at room temperature (25° C.). The reaction mixture was filtered over celite and concentrated under reduced pressure to obtain the title compound. Reaction conditions: temperature 50 celsius. Starting materials: C(C)(=O)N1CCC2=CC(=CC=C12)[N+](=O)[O-] (1-Acetyl-5-nitro-indoline), Cl (HCl). Product: C(C)N1CCC2=CC(=CC=C12)[N+](=O)[O-] (1-Ethyl-5-nitro-indoline). Procedure details: 1-Acetyl-5-nitro-indoline (1.00 g, 4.85 mmol) was added to borane-THF complex 1M, 10 mL, 10 mmol). The mixture was heated at reflux for 4 h. With ice-water bath cooling, the mixture was slowly reated with 6N HCl (4 mL). Then the mixture was heated at 50° C. for 1 h. The organic solvent was evaporated off and the resulting suspension was filtered to give an orange solid (1.02 g) which was washed with water: mp 97°-98° C. Reaction SMILES: [C:1]([N:4]1[C:12]2[C:7](=[CH:8][C:9]([N+:13]([O-:15])=[O:14])=[CH:10][CH:11]=2)[CH2:6][CH2:5]1)(=O)[CH3:2].Cl>>[CH2:1]([N:4]1[C:12]2[C:7](=[CH:8][C:9]([N+:13]([O-:15])=[O:14])=[CH:10][CH:11]=2)[CH2:6][CH2:5]1)[CH3:2]. Yield: 109.4%.